This data is from the Open Reaction Database (ORD), a public repository of structured organic reaction records. The task is: describe an organic reaction: reactants, conditions, products, and yield Reactants: COC(=O)c1ccc(C=Cc2ccc3c(c2)C(c2ccccc2)=CC3(C)C)cc1, CO, [Na+], C1CCOC1, [OH-]. The product is CC1(C)C=C(c2ccccc2)c2cc(C=Cc3ccc(C(=O)O)cc3)ccc21. RXN SMILES: [CH3:1][C:2]1([CH3:29])[CH:3]=[C:4]([c:23]2[cH:24][cH:25][cH:26][cH:27][cH:28]2)[c:5]2[cH:6][c:7]([CH:11]=[CH:12][c:13]3[cH:14][cH:15][c:16]([C:17](=[O:18])[O:19][CH3:20])[cH:21][cH:22]3)[cH:8][cH:9][c:10]21.[CH3:37][OH:38].[Na+:31].[O:32]1[CH2:33][CH2:34][CH2:35][CH2:36]1.[OH-:30]>>[CH3:1][C:2]1([CH3:29])[CH:3]=[C:4]([c:23]2[cH:24][cH:25][cH:26][cH:27][cH:28]2)[c:5]2[cH:6][c:7]([CH:11]=[CH:12][c:13]3[cH:14][cH:15][c:16]([C:17](=[O:18])[OH:19])[cH:21][cH:22]3)[cH:8][cH:9][c:10]21.